From a dataset of the Open Reaction Database (ORD), a public repository of structured organic reaction records. describe an organic reaction: reactants, conditions, products, and yield The reactants are ICCOCCOCCI (1,2-bis(2-iodoethoxy)ethane), P(=O)(OCC)(OCC)OCC (triethyl phosphate). Reaction conditions: temperature 160 celsius. Product: ICCOCCOCCP(OCC)(OCC)=O (diethyl 2-(2-(2-iodoethoxy)ethoxy)ethylphosphonate). As a reaction SMILES: I[CH2:2][CH2:3][O:4][CH2:5][CH2:6][O:7][CH2:8][CH2:9][I:10].[P:11](OCC)([O:16][CH2:17][CH3:18])([O:13][CH2:14][CH3:15])=[O:12]>>[I:10][CH2:9][CH2:8][O:7][CH2:6][CH2:5][O:4][CH2:3][CH2:2][P:11](=[O:12])([O:16][CH2:17][CH3:18])[O:13][CH2:14][CH3:15]. Reported procedure: 1,2-bis(2-iodoethoxy)ethane (1.0 eq) was mixed with triethyl phosphate (1 eq) then heated to 160° C. for 20 minutes by microwave. The crude mixture was purified by flash chromatography on a COMBIFLASH™ system using 85-100% EtOAc/Hex to give diethyl 2-(2-(2-iodoethoxy)ethoxy)ethylphosphonate as a colorless oil. Reactants: peptide, ICC(=O)N(CCCCCCN)C(CCCC[C@@H]1SC[C@@H]2NC(=O)N[C@H]12)=O (N-iodoacetyl-N-biotinylhexylendiamine), SC(C)O (mercaptoethanol), peptide. The product is OC(=O)CCCC[C@@H]1SC[C@@H]2NC(=O)N[C@H]12 (Biotin). Reaction SMILES: SC([OH:4])C.ICC(N([C:17](=[O:31])[CH2:18][CH2:19][CH2:20][CH2:21][C@H:22]1[C@@H:30]2[C@@H:25]([NH:26][C:27]([NH:29]2)=[O:28])[CH2:24][S:23]1)CCCCCCN)=O>>[OH:4][C:17]([CH2:18][CH2:19][CH2:20][CH2:21][C@H:22]1[C@@H:30]2[C@@H:25]([NH:26][C:27]([NH:29]2)=[O:28])[CH2:24][S:23]1)=[O:31]. Procedure details: The mellitin peptide (10 mg) was reduced with mercaptoethanol as described for the 3.2 peptide in Example 1. After rotary evaporation, the sample was resuspended in 2 ml 0.1 M Tris-HCl, 5 mm EDTA, pH 8.0 and reacted with ml dimethylsulfoxide (DMSO), containing 4.3 mg N-iodoacetyl-N-biotinylhexylendiamine (Pierce). This was allowed to react for 15 minutes at room temperature and the biotinylated derivative separated from byproducts on a Sephadex G10 column. Starting materials: C12CNCC(CC1)N2C(=O)OC(C)(C)C (tert-butyl 3,8-diazabicyclo[3.2.1]octane-8-carboxylate), O (H2O), O1C(C1)COC1=CC=C(C#N)C=C1 (4-(2-oxiranylmethoxy)benzonitrile). Solvent: CC(C)O (2-propanol). Run at temperature 75 celsius, time 18 hour. Yields the product C(#N)C1=CC=C(OCC(CN2CC3CCC(C2)N3C(=O)OC(C)(C)C)O)C=C1 (tert-Butyl 3-[3-(4-cyanophenoxy)-2-hydroxypropyl]-3,8-diazabicyclo[3.2.1]octane-8-carboxylate). Yield: 68.7%. Reaction SMILES: [CH:1]12[N:8]([C:9]([O:11][C:12]([CH3:15])([CH3:14])[CH3:13])=[O:10])[CH:5]([CH2:6][CH2:7]1)[CH2:4][NH:3][CH2:2]2.O.[O:17]1[CH2:19][CH:18]1[CH2:20][O:21][C:22]1[CH:29]=[CH:28][C:25]([C:26]#[N:27])=[CH:24][CH:23]=1>CC(O)C>[C:26]([C:25]1[CH:28]=[CH:29][C:22]([O:21][CH2:20][CH:18]([OH:17])[CH2:19][N:3]2[CH2:4][CH:5]3[N:8]([C:9]([O:11][C:12]([CH3:15])([CH3:14])[CH3:13])=[O:10])[CH:1]([CH2:7][CH2:6]3)[CH2:2]2)=[CH:23][CH:24]=1)#[N:27]. Reported procedure: To a solution of tert-butyl 3,8-diazabicyclo[3.2.1]octane-8-carboxylate (3.08 g, 14.5 mmol; from Preparation B above) in 2-propanol (200 mL) was added H2O (20 mL) and 4-(2-oxiranylmethoxy)benzonitrile (2.54 g, 14.5 mmol; prepared as described in international patent application WO 99/31100). The resulting solution was warmed to 75° C., stirred for 18 h, cooled and concentrated in vacuo. Flash chromatography of the residue on silica gel eluting with CH2Cl2:EtOAc (3:1 to 2:1 gradient) gave 3.86 g ... The reactants are C(C1=CC=CC=C1)OC[C@H](CCC=C)O ((2S)-1-(benzyloxy)hex-5-en-2-ol), [H-].[Na+] (sodium hydride), CI (methyl iodide). Solvent: CN(C)C=O (DMF). Run at temperature 0 celsius, time 15 minute. Product: CO[C@H](COCC1=CC=CC=C1)CCC=C (({[(2S)-2-methoxyhex-5-en-1-yl]oxy}methyl)benzene). Reaction SMILES: [CH2:1]([O:8][CH2:9][C@@H:10]([OH:15])[CH2:11][CH2:12][CH:13]=[CH2:14])[C:2]1[CH:7]=[CH:6][CH:5]=[CH:4][CH:3]=1.[H-].[Na+].[CH3:18]I>CN(C=O)C>[CH3:18][O:15][C@@H:10]([CH2:11][CH2:12][CH:13]=[CH2:14])[CH2:9][O:8][CH2:1][C:2]1[CH:7]=[CH:6][CH:5]=[CH:4][CH:3]=1 |f:1.2|. Reported procedure: To a stirred solution of (2S)-1-(benzyloxy)hex-5-en-2-ol (71 g, 344 mmol) in DMF (500 mL) at 0° C. was added sodium hydride (16.52 g, 413 mmol) in portions over 30 minutes. The resulting suspension was stirred at 0° C. for 15 minutes and then at ambient temperature for 15 minutes. The mixture was cooled to 0° C. and methyl iodide (43 mL, 688 mmol) was added. The reaction mixture was stirred at ambient temperature overnight. The mixture was cooled to 0° C. and quenched with water. The mixture was... Reactants: C=C1C(C2CCC1C2)=O (3-methylenebicyclo[2.2.1]heptan-2-one), C(C)(=O)O (acetic acid), C(C)(=O)OO (peracetic acid), S(=O)([O-])[O-].[Na+].[Na+] (sodium sulfite), O.O.O.C(C)(=O)[O-].[Na+] (sodium acetate trihydrate), C(=O)=O.CC(=O)C (CO2 acetone), ice. Run in ClCCl (dichloromethane), O (water). Yields the product C=C1OC(C2CCC1C2)=O (4-methylene-3-oxabicyclo[3.2.1]octan-2-one). Yield: 247.0%. RXN SMILES: [CH2:1]=[C:2]1[CH:7]2[CH2:8][CH:4]([CH2:5][CH2:6]2)[C:3]1=[O:9].O.O.O.C([O-])(=[O:15])C.[Na+].C(=O)=O.CC(C)=O.C(OO)(=O)C.C(O)(=O)C.S([O-])([O-])=O.[Na+].[Na+]>ClCCl.O>[CH2:1]=[C:2]1[CH:7]2[CH2:8][CH:4]([CH2:5][CH2:6]2)[C:3](=[O:9])[O:15]1 |f:1.2.3.4.5,6.7,10.11.12|. Procedure details: 98.7 g (0.81 mol) of 3-methylenebicyclo[2.2.1]heptan-2-one and 32.9 g (0.24 mol) of sodium acetate trihydrate in 400 ml of dichloromethane are used as the initial charge in a reaction vessel. While controlling the temperature (CO2/acetone bath), 230 g of 32% peracetic acid in acetic acid (0.97 mol) are then added dropwise in the course of 2.5 hours, at a temperature of from −8° C. to −10° C. with stirring. The reaction mixture is subsequently stirred at a temperature of −8° C. for a further hour... The reactants are COC(=O)C1CC(C2=CC=CC=C12)CN (3-aminomethyl-indan-1-carboxylic acid methyl ester), CC(C)([O-])C.[Na+] (sodium tert-butoxide). The solvent is CO (methanol). Yields the product O=C1C2C=3C=CC=CC3C(CN1)C2 (9-Oxo-10-aza-tricyclo[6.3.1.02,7]dodeca-2(7),3,5-triene). RXN SMILES: C[O:2][C:3]([CH:5]1[C:13]2[C:8](=[CH:9][CH:10]=[CH:11][CH:12]=2)[CH:7]([CH2:14][NH2:15])[CH2:6]1)=O.CC(C)([O-])C.[Na+]>CO>[O:2]=[C:3]1[NH:15][CH2:14][CH:7]2[CH2:6][CH:5]1[C:13]1[CH:12]=[CH:11][CH:10]=[CH:9][C:8]=12 |f:1.2|. Procedure: To a solution of 3-aminomethyl-indan-1-carboxylic acid methyl ester (assume 20.0 mmol, 1 equivalent) in 50 mL of methanol was added 3.84 g of sodium tert-butoxide (40.0 mmol, 2.0 equivalent). The reaction mixture was heated to a reflux for 2 hours. The reaction was cooled to room temperature and concentrated in vacuo. The residue was partitioned between 60 mL of ethyl acetate and 40 mL of 5% aqueous solution of sodium bicarbonate. The aqueous layer was extracted twice more with 50 mL of ethyl ac... Yields the product COc1ccc2c(c1[N+](=O)[O-])CCCC2C#N. Reactants: [BH4-], COc1ccc2c(c1[N+](=O)[O-])CCC=C2C#N, CCO, CCOC(C)=O, [Na+]. Reaction SMILES: [BH4-:18].[CH3:1][O:2][c:3]1[c:4]([N+:15](=[O:16])[O-:17])[c:5]2[c:10]([cH:11][cH:12]1)[C:9]([C:13]#[N:14])=[CH:8][CH2:7][CH2:6]2.[CH3:20][CH2:21][OH:22].[CH3:23][CH2:24][O:25][C:26]([CH3:27])=[O:28].[Na+:19]>>[CH3:1][O:2][c:3]1[c:4]([N+:15](=[O:16])[O-:17])[c:5]2[c:10]([cH:11][cH:12]1)[CH:9]([C:13]#[N:14])[CH2:8][CH2:7][CH2:6]2. The reactants are COc1cc2c(c3c1OC(C)(C)C3)C(c1cccc(Br)c1)=NC(C)(C)C2, C1COCCO1, [Cl-], [F-], O=S(=O)(Oc1ccc2ccccc2n1)C(F)(F)F, [K+], [Li+], c1ccc(P(c2ccccc2)(c2ccccc2)[Pd](P(c2ccccc2)(c2ccccc2)c2ccccc2)(P(c2ccccc2)(c2ccccc2)c2ccccc2)P(c2ccccc2)(c2ccccc2)c2ccccc2)cc1. The product is COc1cc2c(c3c1OC(C)(C)C3)C(c1cccc(-c3ccc4ccccc4n3)c1)=NC(C)(C)C2. RXN SMILES: [Br:1][c:2]1[cH:3][c:4]([C:8]2=[N:9][C:10]([CH3:25])([CH3:26])[CH2:11][c:12]3[cH:13][c:14]([O:23][CH3:24])[c:15]4[c:16]([c:17]32)[CH2:18][C:19]([CH3:21])([CH3:22])[O:20]4)[cH:5][cH:6][cH:7]1.[CH2:49]1[O:50][CH2:51][CH2:52][O:53][CH2:54]1.[Cl-:46].[F-:47].[F:27][C:28]([F:29])([F:30])[S:31]([O:32][c:33]1[n:34][c:35]2[cH:36][cH:37][cH:38][cH:39][c:40]2[cH:41][cH:42]1)(=[O:43])=[O:44].[K+:48].[Li+:45].[cH:55]1[cH:56][cH:57][c:58]([P:59]([Pd:60]([P:61]([c:62]2[cH:63][cH:64][cH:65][cH:66][cH:67]2)([c:68]2[cH:69][cH:70][cH:71][cH:72][cH:73]2)[c:74]2[cH:75][cH:76][cH:77][cH:78][cH:79]2)([P:80]([c:81]2[cH:82][cH:83][cH:84][cH:85][cH:86]2)([c:87]2[cH:88][cH:89][cH:90][cH:91][cH:92]2)[c:93]2[cH:94][cH:95][cH:96][cH:97][cH:98]2)[P:99]([c:100]2[cH:101][cH:102][cH:103][cH:104][cH:105]2)([c:106]2[cH:107][cH:108][cH:109][cH:110][cH:111]2)[c:112]2[cH:113][cH:114][cH:115][cH:116][cH:117]2)([c:118]2[cH:119][cH:120][cH:121][cH:122][cH:123]2)[c:124]2[cH:125][cH:126][cH:127][cH:128][cH:129]2)[cH:130][cH:131]1>>[c:2]1(-[c:33]2[n:34][c:35]3[cH:36][cH:37][cH:38][cH:39][c:40]3[cH:41][cH:42]2)[cH:3][c:4]([C:8]2=[N:9][C:10]([CH3:25])([CH3:26])[CH2:11][c:12]3[cH:13][c:14]([O:23][CH3:24])[c:15]4[c:16]([c:17]32)[CH2:18][C:19]([CH3:21])([CH3:22])[O:20]4)[cH:5][cH:6][cH:7]1. Reactants: [Al+3], O=C(C1CCCC1)N1C=C2c3ccccc3C3CC2(C1)c1ccccc13, [H-], [H-], [H-], [H-], [H-], [Li+], [Na+], [OH-], O. Product: C1=C2c3ccccc3C3CC2(CN1CC1CCCC1)c1ccccc13. Reaction SMILES: [Al+3:2].[CH:7]1([C:12](=[O:13])[N:14]2[CH:15]=[C:16]3[C:17]4([CH2:18]2)[c:19]2[c:20]([cH:29][cH:30][cH:31][cH:32]2)[CH:21]([c:22]2[c:23]3[cH:24][cH:25][cH:26][cH:27]2)[CH2:28]4)[CH2:8][CH2:9][CH2:10][CH2:11]1.[H-:1].[H-:33].[H-:4].[H-:5].[H-:6].[Li+:3].[Na+:35].[OH-:34].[OH2:36]>>[CH:7]1([CH2:12][N:14]2[CH:15]=[C:16]3[C:17]4([CH2:18]2)[c:19]2[c:20]([cH:29][cH:30][cH:31][cH:32]2)[CH:21]([c:22]2[c:23]3[cH:24][cH:25][cH:26][cH:27]2)[CH2:28]4)[CH2:8][CH2:9][CH2:10][CH2:11]1. Starting materials: COC(=O)C1=CC2=C(N=C(O2)C(CC)(CC)C2=CC(=C(C=C2)OCC(C(C)(C)C)=O)C)C=C1 (2-{1-[4-(3,3-Dimethyl-2-oxo-butoxy)-3-methyl-phenyl]-1-ethyl-propyl}-benzooxazole-6-carboxylic acid methyl ester), [OH-].[Na+] (NaOH). Solvent: CO (MeOH), C1CCOC1 (THF). Reaction conditions: time 16 hour. The product is CC(C(COC1=C(C=C(C=C1)C(CC)(CC)C=1OC2=C(N1)C=CC(=C2)C(=O)O)C)=O)(C)C (2-{1-[4-(3,3-Dimethyl-2-oxo-butoxy)-3-methyl-phenyl]-1-ethyl-propyl}-benzooxazole-6-carboxylic acid). Isolated yield 96.4%. RXN SMILES: C[O:2][C:3]([C:5]1[CH:33]=[CH:32][C:8]2[N:9]=[C:10]([C:12]([C:17]3[CH:22]=[CH:21][C:20]([O:23][CH2:24][C:25](=[O:30])[C:26]([CH3:29])([CH3:28])[CH3:27])=[C:19]([CH3:31])[CH:18]=3)([CH2:15][CH3:16])[CH2:13][CH3:14])[O:11][C:7]=2[CH:6]=1)=[O:4].[OH-].[Na+]>CO.C1COCC1>[CH3:29][C:26]([CH3:27])([CH3:28])[C:25](=[O:30])[CH2:24][O:23][C:20]1[CH:21]=[CH:22][C:17]([C:12]([C:10]2[O:11][C:7]3[CH:6]=[C:5]([C:3]([OH:4])=[O:2])[CH:33]=[CH:32][C:8]=3[N:9]=2)([CH2:13][CH3:14])[CH2:15][CH3:16])=[CH:18][C:19]=1[CH3:31] |f:1.2|. Procedure details: 2-{1-[4-(3,3-Dimethyl-2-oxo-butoxy)-3-methyl-phenyl]-1-ethyl-propyl}-benzooxazole-6-carboxylic acid methyl ester (1.50 g, 3.32 mmol) in MeOH (10 mL) and THF (10 mL) is treated with NaOH (2.0 M, 20.0 mL). The resulting mixture is stirred at RT for 16 h. The mixture is concentrated, acidified with HCl (5 N) until pH˜3, and extracted with EtOAc (100 mL, then 50 mL). The organic layer is dried over Na2SO4, filtered, and concentrated to afford the title compound (1.40 g, 97%). H-NMR (ppm, CDCl3) δ: 8...